From a dataset of the Open Reaction Database (ORD), a public repository of structured organic reaction records. describe an organic reaction: reactants, conditions, products, and yield The reactants are Ketone, N1=C(C=CC=C1)C(=O)O (picolinic acid), COC1=CC=C(C=O)C=C1 (4-methoxybenzaldehyde), COC1=CC=C(C=O)C=C1 (4-methoxybenzaldehyde), O (water), CC=1C=CC(=CC1)C(C)C (p-cymene), N1=C(C=CC=C1)C(=O)O (picolinic acid). The solvent is C(C)O (ethanol). The product is COC1=CC=C(CC(O)C2=NC=CC=C2)C=C1 (4-Methoxybenzyl(2-pyridyl) carbinol). The yield is 65.0%. As a reaction SMILES: [N:1]1[CH:6]=[CH:5][CH:4]=[CH:3][C:2]=1[C:7]([OH:9])=O.[CH3:10][O:11][C:12]1[CH:19]=[CH:18][C:15]([CH:16]=O)=[CH:14][CH:13]=1.CC1C=CC(C(C)C)=CC=1.O>C(O)C>[CH3:10][O:11][C:12]1[CH:19]=[CH:18][C:15]([CH2:16][CH:7]([C:2]2[CH:3]=[CH:4][CH:5]=[CH:6][N:1]=2)[OH:9])=[CH:14][CH:13]=1. Procedure: Ketone starting material for A-077 was prepared from picolinic acid and 4-methoxybenzaldehyde. To a solution of 50 g. (0.37 moles) of 4-methoxybenzaldehyde and 50 ml. p-cymene (heated to dissolve) in a 3-neck flask with reflux condenser and refluxed until boiling, 10 g. (0.08 moles) picolinic acid was added dropwise and then refluxed for three hours. The solution changed in color from reddish to brown at the end. The solution was cooled and extracted in a separatory funnel with 2 N HCl (twice wi... Starting materials: S([O-])(O)=O.[Na+] (sodium bisulfite), BrC(C1=NC(=NC(=N1)C(Br)Br)C(Br)Br)Br (2,4,6-tris(dibromomethyl)-s-triazine), [I-].[Na+] (sodium iodide). The solvent is ice water, CC(=O)C (acetone), C(C)(=O)O (acetic acid), CC(=O)C (acetone). The product is BrC(C1=NC(=NC(=N1)C(Br)Br)C)Br (2,4-bis(dibromomethyl)-6-methyl-s-triazine). Reaction SMILES: [Br:1][CH:2]([Br:15])[C:3]1[N:8]=[C:7]([CH:9](Br)Br)[N:6]=[C:5]([CH:12]([Br:14])[Br:13])[N:4]=1.[I-].[Na+].S(=O)(O)[O-].[Na+]>CC(C)=O.C(O)(=O)C>[Br:14][CH:12]([Br:13])[C:5]1[N:4]=[C:3]([CH:2]([Br:1])[Br:15])[N:8]=[C:7]([CH3:9])[N:6]=1 |f:1.2,3.4|. Reported procedure: A solution of 2,4,6-tris(dibromomethyl)-s-triazine (15 g, 23.3 mmol) in acetone (100 mL) was added to a solution of sodium iodide (150 g, 1.0 mol) in acetic acid (50 mL) and acetone (500 mL). After 10 minutes at room temperature the reaction mixture was added to sodium bisulfite (25 g) in ice water (1000 mL). The aqueous layer was extracted with ether (3×100 mL). The ether layer was dried (MgSo4), filtered, and concentrated to dryness. The crude product was crystallized first from EtOH and then ...